Dataset: the Open Reaction Database (ORD), a public repository of structured organic reaction records. Task: describe an organic reaction: reactants, conditions, products, and yield The product is CC(C)C(Cl)=C(C#N)C#N. The reactants are ClP(Cl)(Cl)(Cl)Cl, ClCCl, CC(C)C(O)=C(C#N)C#N. Reaction SMILES: [Cl:11][P:12]([Cl:13])([Cl:14])([Cl:15])[Cl:16].[Cl:17][CH2:18][Cl:19].[OH:1][C:2]([CH:3]([CH3:4])[CH3:5])=[C:6]([C:7]#[N:8])[C:9]#[N:10]>>[C:2]([CH:3]([CH3:4])[CH3:5])(=[C:6]([C:7]#[N:8])[C:9]#[N:10])[Cl:11]. Reactants: CC(C)(C)O, CCC(CC)Nc1c([N+](=O)[O-])cc(CC#N)c(C)c1[N+](=O)[O-], [K+], [OH-]. The product is CCC(CC)Nc1c([N+](=O)[O-])cc(CC(N)=O)c(C)c1[N+](=O)[O-]. Reaction SMILES: [C:25]([OH:26])([CH3:27])([CH3:28])[CH3:29].[CH2:1]([CH3:2])[CH:3]([CH2:4][CH3:5])[NH:6][c:7]1[c:8]([N+:20](=[O:21])[O-:22])[cH:9][c:10]([CH2:17][C:18]#[N:19])[c:11]([CH3:16])[c:12]1[N+:13](=[O:14])[O-:15].[K+:24].[OH-:23]>>[CH2:1]([CH3:2])[CH:3]([CH2:4][CH3:5])[NH:6][c:7]1[c:8]([N+:20](=[O:21])[O-:22])[cH:9][c:10]([CH2:17][C:18]([NH2:19])=[O:23])[c:11]([CH3:16])[c:12]1[N+:13](=[O:14])[O-:15].